Dataset: the Open Reaction Database (ORD), a public repository of structured organic reaction records. Task: describe an organic reaction: reactants, conditions, products, and yield Starting materials: CC1(C(C(C=2C(=CC=3C(=NON3)C2)O1)N)O)C (7,8-dihydro-6,6-dimethyl-7-hydroxy-8-amino-6H-pyrano[2,3-f]benzo-2,1,3-oxadiazole), CN=C=S (methyl isothiocyanate). Run in ClCCl (dichloromethane). Conditions: time 23 hour. Yields the product CC1(C(C(C=2C(=CC=3C(=NON3)C2)O1)NC(=S)NC)O)C (7,8-dihydro-6,6-dimethyl-7-hydroxy-8-methylthioureido-6H-pyrano[2,3-f]benzo-2,1,3-oxadiazole). Yield: 46.5%. Reaction SMILES: [CH3:1][C:2]1([CH3:17])[O:14][C:6]2=[CH:7][C:8]3[C:9]([CH:13]=[C:5]2[CH:4]([NH2:15])[CH:3]1[OH:16])=[N:10][O:11][N:12]=3.[CH3:18][N:19]=[C:20]=[S:21]>ClCCl>[CH3:1][C:2]1([CH3:17])[O:14][C:6]2=[CH:7][C:8]3[C:9]([CH:13]=[C:5]2[CH:4]([NH:15][C:20]([NH:19][CH3:18])=[S:21])[CH:3]1[OH:16])=[N:10][O:11][N:12]=3. Procedure details: 200 mg (0.850 mmol) of 7,8-dihydro-6,6-dimethyl-7-hydroxy-8-amino-6H-pyrano[2,3-f]benzo-2,1,3-oxadiazole and 20 ml of dichloromethane were stirred at room temperature, and 68 mg (0.935 mmol) of methyl isothiocyanate were added thereto and stirred for 23 hours. The crystals precipitated were filtered off to obtain 122 mg of the intended compound as colorless crystals. (yield: 47%) The reactants are CC(C)(C)OC(=O)NCCBr, [H-], COCc1nc(I)c(I)[nH]1, [Na+], CN(C)C=O, O. The product is COCc1nc(I)c(I)n1CCNC(=O)OC(C)(C)C. As a reaction SMILES: [C:13](=[O:14])([O:15][C:16]([CH3:17])([CH3:18])[CH3:19])[NH:20][CH2:21][CH2:22][Br:23].[H-:11].[I:1][c:2]1[n:3][c:4]([CH2:8][O:9][CH3:10])[nH:5][c:6]1[I:7].[Na+:12].[O:25]=[CH:26][N:27]([CH3:28])[CH3:29].[OH2:24]>>[I:1][c:2]1[n:3]([CH2:22][CH2:21][NH:20][C:13](=[O:14])[O:15][C:16]([CH3:17])([CH3:18])[CH3:19])[c:4]([CH2:8][O:9][CH3:10])[n:5][c:6]1[I:7]. Reactants: CC(NC(=O)OC(C)(C)C)c1cccc(Oc2cnccn2)c1, Cl, C1COCCO1. The product is CC(N)c1cccc(Oc2cnccn2)c1. Reaction SMILES: [C:1]([O:2][C:3](=[O:4])[NH:7][CH:8]([CH3:9])[c:10]1[cH:11][c:12]([O:16][c:17]2[n:18][cH:19][cH:20][n:21][cH:22]2)[cH:13][cH:14][cH:15]1)([CH3:5])([CH3:6])[CH3:23].[ClH:24].[O:25]1[CH2:26][CH2:27][O:28][CH2:29][CH2:30]1>>[NH2:7][CH:8]([CH3:9])[c:10]1[cH:11][c:12]([O:16][c:17]2[n:18][cH:19][cH:20][n:21][cH:22]2)[cH:13][cH:14][cH:15]1.